Dataset: the Open Reaction Database (ORD), a public repository of structured organic reaction records. Task: describe an organic reaction: reactants, conditions, products, and yield Reactants: NC=1C(=NNC1)C1=NC=2C(=CC=3C(C(N(C3C2)CC)=O)(C)C)N1 (2-(4-amino-1H-pyrazol-3-yl)-5-ethyl-7,7-dimethyl-5,7-dihydro-1H-imidazo[4,5-f]indol-6-one), C(CC(C)C)(=O)Cl (isovaleryl chloride). The product is C(C)N1C(C(C=2C=C3C(=CC12)N=C(N3)C3=NNC=C3NC(CC(C)C)=O)(C)C)=O (N-[3-(5-Ethyl-7,7-dimethyl-6-oxo-1,5,6,7-tetrahydro-imidazo[4,5-f]indol-2-yl)-1H-pyrazol-4-yl]-3-methyl-butyramide), powder. The yield is 75.0%. Reaction SMILES: [NH2:1][C:2]1[C:3]([C:7]2[NH:23][C:10]3=[CH:11][C:12]4[C:13]([CH3:22])([CH3:21])[C:14](=[O:20])[N:15]([CH2:18][CH3:19])[C:16]=4[CH:17]=[C:9]3[N:8]=2)=[N:4][NH:5][CH:6]=1.[C:24](Cl)(=[O:29])[CH2:25][CH:26]([CH3:28])[CH3:27]>>[CH2:18]([N:15]1[C:16]2[CH:17]=[C:9]3[N:8]=[C:7]([C:3]4[C:2]([NH:1][C:24](=[O:29])[CH2:25][CH:26]([CH3:28])[CH3:27])=[CH:6][NH:5][N:4]=4)[NH:23][C:10]3=[CH:11][C:12]=2[C:13]([CH3:22])([CH3:21])[C:14]1=[O:20])[CH3:19]. Procedure details: N-[3-(5-Ethyl-7,7-dimethyl-6-oxo-1,5,6,7-tetrahydro-imidazo[4,5-f]indol-2-yl)-1H-pyrazol-4-yl]-3-methyl-butyramide was prepared using 2-(4-amino-1H-pyrazol-3-yl)-5-ethyl-7,7-dimethyl-5,7-dihydro-1H-imidazo[4,5-f]indol-6-one (250 mg, 0.81 mmol) and isovaleryl chloride (108 μl, 0.89 mmol). The title compound was obtained as yellow powder (240 mg, 75%).